From a dataset of the Open Reaction Database (ORD), a public repository of structured organic reaction records. describe an organic reaction: reactants, conditions, products, and yield Reactants: O=C([O-])[O-], COC(CBr)OC, COc1cc2c(Nc3ccc(Cl)cc3F)ncnc2cc1O, [K+], [K+], CN(C)C=O. Product: COc1cc2c(Nc3ccc(Cl)cc3F)ncnc2cc1OCC(OC)OC. Reaction SMILES: [C:30](=[O:31])([O-:32])[O-:33].[CH3:1][O:2][CH:3]([CH2:4][Br:5])[O:6][CH3:7].[Cl:8][c:9]1[cH:10][c:11]([F:29])[c:12]([NH:13][c:14]2[n:15][cH:16][n:17][c:18]3[cH:19][c:20]([OH:26])[c:21]([O:24][CH3:25])[cH:22][c:23]23)[cH:27][cH:28]1.[K+:34].[K+:35].[O:36]=[CH:37][N:38]([CH3:39])[CH3:40]>>[CH3:1][O:2][CH:3]([CH2:4][O:26][c:20]1[cH:19][c:18]2[n:17][cH:16][n:15][c:14]([NH:13][c:12]3[c:11]([F:29])[cH:10][c:9]([Cl:8])[cH:28][cH:27]3)[c:23]2[cH:22][c:21]1[O:24][CH3:25])[O:6][CH3:7]. The product is O=C(C=1C=C(Br)C=C(C1)B2OC(C)(C)C(O2)(C)C)N(CCCCCC)CCCCCC. Reagents/catalysts: O1B(OC(C)(C)C1(C)C)B2OC(C)(C)C(O2)(C)C, O=C(NC=1C=CC=CC1C=2C=NC(=CC2)C3=NC=CC=C3)NC4CCCCC4, C[OH2+].C[OH2+].C1CC=CCCC=C1.C1CC=CCCC=C1.[Ir].[Ir]. Isolated yield 85.0%. Conditions: temperature 25 celsius, time 16 hour. Run in C=1C=C(C=CC1C)C. Reactants: O=C(C=1C=CC=C(Br)C1)N(CCCCCC)CCCCCC. Yields the product ClC=1SC(=C(C1C(=O)C)C)Cl (Methyl 2,5-Dichloro-4-methyl-3-thienyl Ketone). Reported procedure: To a solution of 56.6 g. (0.315 mole) 2,5-dichloro-3-methylthiophene [prepared by the method of Campaigne and LeSeur, J. Am. Chem. Soc., 71, 333 (1949)] and 43.6 ml. (0.614 mole) of acetyl chloride in 165 ml. of petroleum ether under a nitrogen atmosphere was added 48 g. (0.36 mole) of anhydrous aluminum chloride. The mixture was stirred overnight at room temperature, then poured onto ice and extracted with ethyl ether. The combined organic layers were dried, evaporated to dryness and distilled ... The reactants are ClC=1SC(=CC1C)Cl (2,5-dichloro-3-methylthiophene), ClC(=O)Cl (dichloroketone), C(C)(=O)Cl (acetyl chloride), [Cl-].[Al+3].[Cl-].[Cl-] (aluminum chloride). Reaction conditions: time 8 hour. RXN SMILES: [Cl:1][C:2]1[S:3][C:4]([Cl:8])=[CH:5][C:6]=1C.[C:9](Cl)(=[O:11])[CH3:10].[Cl-].[Al+3].[Cl-].[Cl-].Cl[C:18](Cl)=O>>[Cl:8][C:4]1[S:3][C:2]([Cl:1])=[C:6]([CH3:5])[C:10]=1[C:9]([CH3:18])=[O:11] |f:2.3.4.5|. The solvent is petroleum ether. As a reaction SMILES: [F:19][C:20]([CH2:21][O:22][c:23]1[cH:24][cH:25][c:26]([C:29](=[O:30])[OH:31])[n:27][cH:28]1)([C:32]([F:33])([F:34])[F:35])[F:36].[NH2:1][c:2]1[cH:3][cH:4][c:5]([F:18])[c:6]([C:8]2([CH3:17])[N:9]=[C:10]([NH2:16])[O:11][CH2:12][C:13]2([F:14])[F:15])[cH:7]1>>[NH:1]([c:2]1[cH:3][cH:4][c:5]([F:18])[c:6]([C:8]2([CH3:17])[N:9]=[C:10]([NH2:16])[O:11][CH2:12][C:13]2([F:14])[F:15])[cH:7]1)[C:29]([c:26]1[cH:25][cH:24][c:23]([O:22][CH2:21][C:20]([F:19])([C:32]([F:33])([F:34])[F:35])[F:36])[cH:28][n:27]1)=[O:30]. Product: CC1(c2cc(NC(=O)c3ccc(OCC(F)(F)C(F)(F)F)cn3)ccc2F)N=C(N)OCC1(F)F. Starting materials: O=C(O)c1ccc(OCC(F)(F)C(F)(F)F)cn1, CC1(c2cc(N)ccc2F)N=C(N)OCC1(F)F. Reactants: C(C)(=O)Cl (acetyl chloride), OCC1=CC=C(O1)C=O (5-hydroxymethyl-2-furancarboxaldehyde), P(=O)(O)(O)[O-].[Na+] (sodium dihydrogenphosphate). The solvent is C(Cl)Cl (methylene chloride), N1=CC=CC=C1 (pyridine), C(Cl)Cl (methylene chloride). Run at temperature 20 celsius, time 3 hour. Yields the product C(C)(=O)OCC1=CC=C(O1)C=O (5-acetyloxymethyl-2-furancarboxaldehyde). As a reaction SMILES: [C:1](Cl)(=[O:3])[CH3:2].[OH:5][CH2:6][C:7]1[O:11][C:10]([CH:12]=[O:13])=[CH:9][CH:8]=1.P([O-])(O)(O)=O.[Na+]>C(Cl)Cl.N1C=CC=CC=1>[C:1]([O:5][CH2:6][C:7]1[O:11][C:10]([CH:12]=[O:13])=[CH:9][CH:8]=1)(=[O:3])[CH3:2] |f:2.3|. Procedure: 10.05 ml of acetyl chloride were added at 5° C. to a solution of 16.2 g of 5-hydroxymethyl-2-furancarboxaldehyde and 200 ml of methylene chloride and 11.4 ml of pyridine and 50 ml of methylene chloride were then added. The reaction mixture was stirred for 3 hours at 20° C. and the reaction mixture was treated with an aqueous sodium dihydrogenphosphate solution and extracted with methylene chloride. The extract was dried and concentrated to obtain 19.35 g of the desired product after chromatograp... The reactants are solution, B(Br)(Br)Br (BBr3), C(C1=CC=CC=C1)C1(CCC(CC1)C=1NC2=CC=C(C=C2C1C)OC)N(C)C (1-benzyl-4-(5-methoxy-3-methyl-1H-indol-2-yl)-N,N-dimethylcyclohexanamine). Solvent: C(Cl)Cl (methylene chloride), C(Cl)Cl (methylene chloride). Product: C(C1=CC=CC=C1)C1(CCC(CC1)C=1NC2=CC=C(C=C2C1C)O)N(C)C (2-(4-Benzyl-4-(dimethylamino)cyclohexyl)-3-methyl-1H-indol-5-ol). RXN SMILES: B(Br)(Br)Br.[CH2:5]([C:12]1([N:30]([CH3:32])[CH3:31])[CH2:17][CH2:16][CH:15]([C:18]2[NH:19][C:20]3[C:25]([C:26]=2[CH3:27])=[CH:24][C:23]([O:28]C)=[CH:22][CH:21]=3)[CH2:14][CH2:13]1)[C:6]1[CH:11]=[CH:10][CH:9]=[CH:8][CH:7]=1>C(Cl)Cl>[CH2:5]([C:12]1([N:30]([CH3:32])[CH3:31])[CH2:13][CH2:14][CH:15]([C:18]2[NH:19][C:20]3[C:25]([C:26]=2[CH3:27])=[CH:24][C:23]([OH:28])=[CH:22][CH:21]=3)[CH2:16][CH2:17]1)[C:6]1[CH:11]=[CH:10][CH:9]=[CH:8][CH:7]=1. Reported procedure: A 1 M solution of BBr3 in methylene chloride (1.03 ml, 1.03 mmol) was added to a solution of 1-benzyl-4-(5-methoxy-3-methyl-1H-indol-2-yl)-N,N-dimethylcyclohexanamine (more polar diastereoisomer, 130 mg, 0.345 mmol) in dry methylene chloride (20 ml) at RT, while stirring and with exclusion of moisture. After 10 min a precipitate precipitated out. The mixture was stirred at RT for 24 h.—For working up, sat. NaHCO3 solution (15 ml) was added to the mixture and the mixture was stirred for 48 h. The...